From a dataset of the Open Reaction Database (ORD), a public repository of structured organic reaction records. describe an organic reaction: reactants, conditions, products, and yield The reactants are O=C([O-])O, CCOC(C)=O, [N-]=[N+]=NC1N=C(c2ccccc2)c2cccc(Cl)c2N(CC(F)(F)F)C1=O, [Na+], C1CCOC1, O, c1ccc(P(c2ccccc2)c2ccccc2)cc1. Product: NC1N=C(c2ccccc2)c2cccc(Cl)c2N(CC(F)(F)F)C1=O. RXN SMILES: [C:53](=[O:54])([OH:55])[O-:56].[CH3:47][CH2:48][O:49][C:50](=[O:51])[CH3:52].[N:1](=[N+:2]=[N-:3])[CH:4]1[C:5](=[O:27])[N:6]([CH2:22][C:23]([F:24])([F:25])[F:26])[c:7]2[c:8]([cH:17][cH:18][cH:19][c:20]2[Cl:21])[C:9]([c:11]2[cH:12][cH:13][cH:14][cH:15][cH:16]2)=[N:10]1.[Na+:57].[O:58]1[CH2:59][CH2:60][CH2:61][CH2:62]1.[OH2:63].[c:28]1([P:29]([c:30]2[cH:31][cH:32][cH:33][cH:34][cH:35]2)[c:36]2[cH:37][cH:38][cH:39][cH:40][cH:41]2)[cH:42][cH:43][cH:44][cH:45][cH:46]1>>[NH2:1][CH:4]1[C:5](=[O:27])[N:6]([CH2:22][C:23]([F:24])([F:25])[F:26])[c:7]2[c:8]([cH:17][cH:18][cH:19][c:20]2[Cl:21])[C:9]([c:11]2[cH:12][cH:13][cH:14][cH:15][cH:16]2)=[N:10]1. The reactants are N#CC1(c2ccc(Br)cc2)CCC1, CS(C)=O, [Na+], CN(C)C=O, [OH-], O, OO. The product is NC(=O)C1(c2ccc(Br)cc2)CCC1. As a reaction SMILES: [Br:1][c:2]1[cH:3][cH:4][c:5]([C:8]2([C:12]#[N:13])[CH2:9][CH2:10][CH2:11]2)[cH:6][cH:7]1.[CH3:24][S:25]([CH3:26])=[O:27].[Na+:15].[O:18]=[CH:19][N:20]([CH3:21])[CH3:22].[OH-:14].[OH2:23].[OH:16][OH:17]>>[Br:1][c:2]1[cH:3][cH:4][c:5]([C:8]2([C:12]([NH2:13])=[O:14])[CH2:9][CH2:10][CH2:11]2)[cH:6][cH:7]1.